This data is from the Open Reaction Database (ORD), a public repository of structured organic reaction records. The task is: describe an organic reaction: reactants, conditions, products, and yield The reactants are ClCC1=CC=C(C=C1)C1=CC2=C(N=CN=C2N[C@H](C)C2=CC=CC=C2)N1 ([6-(4-chloromethyl-phenyl)-7H-pyrrolo[2,3-d]pyrimidin-4-yl]-((R)-1-phenyl-ethyl)-amine), 03/013541 A1, C(=O)(OC(C)(C)C)N1CCNCC1 (N—BOC-piperazine), C([O-])([O-])=O.[K+].[K+] (potassium carbonate). Solvent: CN(C)C=O (DMF). Run at temperature 65 celsius. Product: C(C)(C)(C)OC(=O)N1CCN(CC1)CC1=CC=C(C=C1)C1=CC2=C(N=CN=C2N[C@H](C)C2=CC=CC=C2)N1 (4-{4-[4-((R)-1-Phenyl-ethylamino)-7H-pyrrolo[2,3-d]pyrimidin-6-yl]-benzyl}-piperazine-1-carboxylic acid tert-butyl ester). RXN SMILES: Cl[CH2:2][C:3]1[CH:8]=[CH:7][C:6]([C:9]2[NH:26][C:12]3[N:13]=[CH:14][N:15]=[C:16]([NH:17][C@@H:18]([C:20]4[CH:25]=[CH:24][CH:23]=[CH:22][CH:21]=4)[CH3:19])[C:11]=3[CH:10]=2)=[CH:5][CH:4]=1.[C:27]([N:34]1[CH2:39][CH2:38][NH:37][CH2:36][CH2:35]1)([O:29][C:30]([CH3:33])([CH3:32])[CH3:31])=[O:28].C(=O)([O-])[O-].[K+].[K+]>CN(C=O)C>[C:30]([O:29][C:27]([N:34]1[CH2:39][CH2:38][N:37]([CH2:2][C:3]2[CH:8]=[CH:7][C:6]([C:9]3[NH:26][C:12]4[N:13]=[CH:14][N:15]=[C:16]([NH:17][C@@H:18]([C:20]5[CH:25]=[CH:24][CH:23]=[CH:22][CH:21]=5)[CH3:19])[C:11]=4[CH:10]=3)=[CH:5][CH:4]=2)[CH2:36][CH2:35]1)=[O:28])([CH3:33])([CH3:31])[CH3:32] |f:2.3.4|. Procedure: A mixture of 1.6 g (4 mmol) [6-(4-chloromethyl-phenyl)-7H-pyrrolo[2,3-d]pyrimidin-4-yl]-((R)-1-phenyl-ethyl)-amine (for the preparation see Example 9, Step 9.3 of WO 03/013541 A1) in 50 ml DMF is treated with 1.56 g (8.4 mmol) N—BOC-piperazine and 2.76 g (20 mmol) anhydrous potassium carbonate and the mixture heated to 65° C. for 1 hour. The reaction mixture is cooled and the inorganic salts removed by filtration (Hyflo Super Cel®; Fluka, Buchs, Switzerland). The DMF is evaporated under reduced ... Starting materials: N#Cc1ccc(CBr)cc1, O=C([O-])[O-], COc1ccc(C(=O)Nc2ccccc2NC(=O)C2CCNCC2)cc1, CCOC(C)=O, CC#N, [K+], [K+], O. Yields the product COc1ccc(C(=O)Nc2ccccc2NC(=O)C2CCN(Cc3ccc(C#N)cc3)CC2)cc1. As a reaction SMILES: [Br:27][CH2:28][c:29]1[cH:30][cH:31][c:32]([C:35]#[N:36])[cH:33][cH:34]1.[C:37](=[O:38])([O-:39])[O-:40].[CH3:1][O:2][c:3]1[cH:4][cH:5][c:6]([C:7](=[O:8])[NH:9][c:10]2[c:11]([NH:16][C:17](=[O:18])[CH:19]3[CH2:20][CH2:21][NH:22][CH2:23][CH2:24]3)[cH:12][cH:13][cH:14][cH:15]2)[cH:25][cH:26]1.[CH3:43][CH2:44][O:45][C:46](=[O:47])[CH3:48].[CH3:49][C:50]#[N:51].[K+:41].[K+:42].[OH2:52]>>[CH3:1][O:2][c:3]1[cH:4][cH:5][c:6]([C:7](=[O:8])[NH:9][c:10]2[c:11]([NH:16][C:17](=[O:18])[CH:19]3[CH2:20][CH2:21][N:22]([CH2:28][c:29]4[cH:30][cH:31][c:32]([C:35]#[N:36])[cH:33][cH:34]4)[CH2:23][CH2:24]3)[cH:12][cH:13][cH:14][cH:15]2)[cH:25][cH:26]1. The reactants are [H-].[Al+3].[Li+].[H-].[H-].[H-] (lithium aluminium hydride), C(=O)([O-])[O-].[K+].[K+] (potash), O (water), FC([C@@](C#N)(C)N[C@@H](CO)C1=CC=CC=C1)(F)F ((2S)-3,3,3-trifluoro-2-((R)-2-hydroxy-1-phenyl-ethylamino)-2-methyl-propionitrile), O (water). Solvent: C(C)OCC (ethyl ether). Conditions: temperature 4 celsius, time 18 hour. Product: NC[C@](C(F)(F)F)(C)N[C@@H](CO)C1=CC=CC=C1 ((2R)-2-((S)-1-aminomethyl-2,2,2-trifluoro-1-methyl-ethylamino)-2-phenyl-ethanol). Yield: 86.6%. RXN SMILES: [H-].[Al+3].[Li+].[H-].[H-].[H-].[F:7][C:8]([F:24])([F:23])[C@:9]([NH:13][C@H:14]([C:17]1[CH:22]=[CH:21][CH:20]=[CH:19][CH:18]=1)[CH2:15][OH:16])([CH3:12])[C:10]#[N:11].O.C([O-])([O-])=O.[K+].[K+]>C(OCC)C>[NH2:11][CH2:10][C@@:9]([NH:13][C@H:14]([C:17]1[CH:18]=[CH:19][CH:20]=[CH:21][CH:22]=1)[CH2:15][OH:16])([CH3:12])[C:8]([F:23])([F:24])[F:7] |f:0.1.2.3.4.5,8.9.10|. Procedure: In a three-neck flask under argon, are added in small portions, 1.6 g of lithium aluminium hydride, on a solution cooled to 4° C., 2.5 g of (2S)-3,3,3-trifluoro-2-((R)-2-hydroxy-1-phenyl-ethylamino)-2-methyl-propionitrile in 250 mL of anhydrous ethyl ether. Strong gas evolvement is observed with a rise of the temperature to 8° C. At the end of the addition, the temperature is left to rise up to room temperature and then the reaction mixture is left with stirring for 18 h. The obtained mixture is... Reactants: ice water, ClCC1=NC2=CC3=C(C=C2C(=N1)C1=CC2=C(C=C1)OCO2)OCO3 (2-chloromethyl-6,7-methylenedioxy-4-(3,4-methylenedioxy-phenyl)quinazoline), SC=1N(C=CN1)C (2-mercapto-1-methylimidazole), C(=O)([O-])[O-].[K+].[K+] (K2CO3). The solvent is CN(C)C=O (DMF). Conditions: time 2 hour. The product is CN1C(=NC=C1)SCC1=NC2=CC3=C(C=C2C(=N1)C1=CC2=C(C=C1)OCO2)OCO3 (2-[(1-Methyl-2-imidazolyl)thio]methyl-6,7-methylenedioxy-4-(3,4-methylenedioxy-phenyl)quinazoline). As a reaction SMILES: Cl[CH2:2][C:3]1[N:12]=[C:11]([C:13]2[CH:18]=[CH:17][C:16]3[O:19][CH2:20][O:21][C:15]=3[CH:14]=2)[C:10]2[C:5](=[CH:6][C:7]3[O:24][CH2:23][O:22][C:8]=3[CH:9]=2)[N:4]=1.[SH:25][C:26]1[N:27]([CH3:31])[CH:28]=[CH:29][N:30]=1.C([O-])([O-])=O.[K+].[K+]>CN(C=O)C>[CH3:31][N:27]1[CH:28]=[CH:29][N:30]=[C:26]1[S:25][CH2:2][C:3]1[N:12]=[C:11]([C:13]2[CH:18]=[CH:17][C:16]3[O:19][CH2:20][O:21][C:15]=3[CH:14]=2)[C:10]2[C:5](=[CH:6][C:7]3[O:24][CH2:23][O:22][C:8]=3[CH:9]=2)[N:4]=1 |f:2.3.4|. Procedure: A suspension of 2-chloromethyl-6,7-methylenedioxy-4-(3,4-methylenedioxy-phenyl)quinazoline (193 mg, 0.61 mmol) and 2-mercapto-1-methylimidazole (80 mg, 0.7 mmol) in dry DMF (2 mL) was treated with K2CO3 (97 mg, 0.7 mmol). The mixture was stirred at rt for 2 h, and then it was poured into ice-water. The mixture were extracted with EtOAc and the extract was washed with water and brine, dried over anhydrous MgSO4, and evaporated to yield the crude product, which was crystallized from EtOAc-hexane t... Reactants: COc1ccc(C(NC(=O)OC(C)(C)C)C(=O)NC(C(=O)Nc2nc(C(C)=O)cs2)C(C)c2ccccc2)cc1, ClCCl, O=C(O)C(F)(F)F. Product: COc1ccc(C(N)C(=O)NC(C(=O)Nc2nc(C(C)=O)cs2)C(C)c2ccccc2)cc1. As a reaction SMILES: [C:1]([O:2][C:3](=[O:4])[NH:7][CH:8]([c:9]1[cH:10][cH:11][c:12]([O:15][CH3:16])[cH:13][cH:14]1)[C:17]([NH:18][CH:19]([CH:20]([CH3:21])[c:22]1[cH:23][cH:24][cH:25][cH:26][cH:27]1)[C:28]([NH:29][c:30]1[s:31][cH:32][c:33]([C:35]([CH3:36])=[O:37])[n:34]1)=[O:38])=[O:39])([CH3:5])([CH3:6])[CH3:40].[Cl:48][CH2:49][Cl:50].[OH:41][C:42]([C:43]([F:44])([F:45])[F:46])=[O:47]>>[NH2:7][CH:8]([c:9]1[cH:10][cH:11][c:12]([O:15][CH3:16])[cH:13][cH:14]1)[C:17]([NH:18][CH:19]([CH:20]([CH3:21])[c:22]1[cH:23][cH:24][cH:25][cH:26][cH:27]1)[C:28]([NH:29][c:30]1[s:31][cH:32][c:33]([C:35]([CH3:36])=[O:37])[n:34]1)=[O:38])=[O:39]. The reactants are CC(=O)O, Cc1ccc2[nH]c3c(cc(-c4cccc(C=O)c4)c(=O)n3C)c2c1, ClCCl. Product: Cc1ccc2[nH]c3c(cc(-c4cccc(CO)c4)c(=O)n3C)c2c1. RXN SMILES: [C:25]([OH:26])(=[O:27])[CH3:28].[CH3:1][n:2]1[c:3](=[O:24])[c:4](-[c:16]2[cH:17][c:18]([CH:19]=[O:20])[cH:21][cH:22][cH:23]2)[cH:5][c:6]2[c:7]1[nH:8][c:9]1[cH:10][cH:11][c:12]([CH3:15])[cH:13][c:14]21.[Cl:29][CH2:30][Cl:31]>>[CH3:1][n:2]1[c:3](=[O:24])[c:4](-[c:16]2[cH:17][c:18]([CH2:19][OH:20])[cH:21][cH:22][cH:23]2)[cH:5][c:6]2[c:7]1[nH:8][c:9]1[cH:10][cH:11][c:12]([CH3:15])[cH:13][c:14]21. Starting materials: ClC1=CC2=C([N+](=NC=3C=CC(=CC23)Cl)[O-])C=C1 (2,9-dichloro-benzo-[c]-cinnoline-N-oxide), [H-].[Al+3].[Li+].[H-].[H-].[H-] (lithium aluminium hydride). Yields the product ClC1=CC2=C(N=NC=3C=CC(=CC23)Cl)C=C1 (2,9-dichloro-benzo-[c]-cinnoline). As a reaction SMILES: [Cl:1][C:2]1[CH:17]=[CH:16][C:5]2[N+:6]([O-])=[N:7][C:8]3[CH:9]=[CH:10][C:11]([Cl:14])=[CH:12][C:13]=3[C:4]=2[CH:3]=1.[H-].[Al+3].[Li+].[H-].[H-].[H-]>>[Cl:14][C:11]1[CH:10]=[CH:9][C:8]2[N:7]=[N:6][C:5]3[CH:16]=[CH:17][C:2]([Cl:1])=[CH:3][C:4]=3[C:13]=2[CH:12]=1 |f:1.2.3.4.5.6|. Reported procedure: Furthermore, 2,9-dichloro-benzo-[c]-cinnoline is prepared according to the process described by J. F. Corbett, P. F. Holt, A. N. Hughes, M. Vickery (J. Chem. Soc. 1962, 1823) by the reduction of 2,9-dichloro-benzo-[c]-cinnoline-N-oxide with lithium aluminium hydride. Reactants: C(C)(C)(C)OC(=O)NC(CCSCC(C(=O)C(=O)OCC1=CC=CC=C1)N)C(=O)O (N-t-Butoxycarbonyl-S-(2-carbobenzyloxycarbonyl aminoethyl)-D,L-homocysteine), [Na] (sodium), N (ammonia). The product is C(C)(C)(C)OC(=O)NC(CCSCCN)C(=O)O (N-t-Butoxycarbonyl-S-(2-aminoethyl)-D,L-homocysteine). As a reaction SMILES: [C:1]([O:5][C:6]([NH:8][CH:9]([C:28]([OH:30])=[O:29])[CH2:10][CH2:11][S:12][CH2:13][CH:14]([NH2:27])C(C(OCC1C=CC=CC=1)=O)=O)=[O:7])([CH3:4])([CH3:3])[CH3:2].[Na].N>>[C:1]([O:5][C:6]([NH:8][CH:9]([C:28]([OH:30])=[O:29])[CH2:10][CH2:11][S:12][CH2:13][CH2:14][NH2:27])=[O:7])([CH3:4])([CH3:2])[CH3:3] |^1:30|. Procedure: N-t-Butoxycarbonyl-S-(2-carbobenzyloxycarbonyl aminoethyl)-D,L-homocysteine (1.0 g) is treated with sodium in liquid ammonia according to the procedure described in Example 2. After the ammonia has evaporated off, the residue is extracted with ethanol. Inorganic salts (0.4 g) is removed by filtration. After removal of ethanol, the residue is taken up in 5 ml of water. The aqueous solution is extracted with ether, and then acidified to pH 4 with 4M hydrochloric acid. The solution is concentrated ...